From a dataset of the Open Reaction Database (ORD), a public repository of structured organic reaction records. describe an organic reaction: reactants, conditions, products, and yield Reactants: C(C)(C)(C)OC(=O)N1[C@@H](CCC1)CO ((S)-1-t-Butoxycarbonyl-2-pyrrolidinemethanol), crude product, Cl (HCl), C(=O)(O)[O-].[Na+] (NaHCO3), ClC=1C=C(C=NC1)O (5chloro-3-pyridinol), C1(=CC=CC=C1)P(C1=CC=CC=C1)C1=CC=CC=C1 (triphenylphosphine), CCOC(=O)/N=N/C(=O)OCC (DEAD). Yields the product ClC1=NC=CC=C1OC[C@H]1NCCC1 (2-chloro-3-(2-(S)-pyrrolidinylmethoxy)pyridine). As a reaction SMILES: C(OC([N:8]1[CH2:12][CH2:11][CH2:10][C@H:9]1[CH2:13][OH:14])=O)(C)(C)C.Cl[C:16]1[CH:17]=[C:18](O)[CH:19]=[N:20][CH:21]=1.C1(P(C2C=CC=CC=2)C2C=CC=CC=2)C=CC=CC=1.CCOC(/N=N/C(OCC)=O)=O.[ClH:54].C([O-])(O)=O.[Na+]>>[Cl:54][C:19]1[C:18]([O:14][CH2:13][C@@H:9]2[CH2:10][CH2:11][CH2:12][NH:8]2)=[CH:17][CH:16]=[CH:21][N:20]=1 |f:5.6|. Procedure: (S)-1-t-Butoxycarbonyl-2-pyrrolidinemethanol (2.01 g, 10.0 mmol, prepared in Example 15a) and 5chloro-3-pyridinol (1.454 g, 11.0 mmol, Aldrich Chemical Co.). were allowed to react in the presence of triphenylphosphine and DEAD as described in Example 2a. The crude product was hydrolyzed with 10% HCl at room temperature for 0.5 hours. The solution was made basic with NaHCO3, then extracted with ethyl acetate. After removal of the solvent, the residue was purified by chromatography over silica gel...